From a dataset of the Open Reaction Database (ORD), a public repository of structured organic reaction records. describe an organic reaction: reactants, conditions, products, and yield Reactants: COC=1C=C(C=C(C1OCOCCOC)OC)C=CC(=O)NCCN1CCC(CC1)OC(C1=CC=CC=C1)C1=CC=CC=C1 (1-[2-[3-[3,5-dimethoxy-4-(β -methoxyethoxymethoxy)phenyl]-2-propenoyl]aminoethyl]-4-benzhydroxypiperidine), O.C1(=CC=C(C=C1)S(=O)(=O)O)C (p-toluenesulfonic acid monohydrate), C([O-])([O-])=O.[Na+].[Na+] (sodium carbonate), O (Water). Solvent: CO (methanol). Product: COC=1C=C(C=C(C1O)OC)C=CC(=O)NCCN1CCC(CC1)OC(C1=CC=CC=C1)C1=CC=CC=C1 (1-[2-[3-(3,5-dimethoxy-4-hydroxyphenyl)-2-propenoyl]aminoethyl]-4-benzhydroxypiperidine). Isolated yield 65.6%. RXN SMILES: [CH3:1][O:2][C:3]1[CH:4]=[C:5]([CH:18]=[CH:19][C:20]([NH:22][CH2:23][CH2:24][N:25]2[CH2:30][CH2:29][CH:28]([O:31][CH:32]([C:39]3[CH:44]=[CH:43][CH:42]=[CH:41][CH:40]=3)[C:33]3[CH:38]=[CH:37][CH:36]=[CH:35][CH:34]=3)[CH2:27][CH2:26]2)=[O:21])[CH:6]=[C:7]([O:16][CH3:17])[C:8]=1[O:9]COCCOC.O.C1(C)C=CC(S(O)(=O)=O)=CC=1.O.C(=O)([O-])[O-].[Na+].[Na+]>CO>[CH3:1][O:2][C:3]1[CH:4]=[C:5]([CH:18]=[CH:19][C:20]([NH:22][CH2:23][CH2:24][N:25]2[CH2:30][CH2:29][CH:28]([O:31][CH:32]([C:39]3[CH:44]=[CH:43][CH:42]=[CH:41][CH:40]=3)[C:33]3[CH:34]=[CH:35][CH:36]=[CH:37][CH:38]=3)[CH2:27][CH2:26]2)=[O:21])[CH:6]=[C:7]([O:16][CH3:17])[C:8]=1[OH:9] |f:1.2,4.5.6|. Reported procedure: To a solution of 276 mg (0.456 mmol) of the amide compound in methanol (6 ml) was added 79 mg (0.415 mmol) of p-toluenesulfonic acid monohydrate, and the mixture was refluxed for 20 minutes. Water was added to the reaction mixture, which was adjusted to a pH value of 11 by the addition of an aqueous solution of sodium carbonate and then extracted with ethyl acetate. The organic layer was washed with water and concentrated by evaporation under reduced pressure. The residue was subjected to silica...